Dataset: the Open Reaction Database (ORD), a public repository of structured organic reaction records. Task: describe an organic reaction: reactants, conditions, products, and yield Reactants: CCCCC(CCCO)C(F)(F)F, Cc1ccc(S(=O)(=O)Cl)cc1, c1ccncc1. Product: CCCCC(CCCOS(=O)(=O)c1ccc(C)cc1)C(F)(F)F. RXN SMILES: [F:1][C:2]([CH:3]([CH2:4][CH2:5][CH2:6][OH:7])[CH2:8][CH2:9][CH2:10][CH3:11])([F:12])[F:13].[c:14]1([CH3:24])[cH:15][cH:16][c:17]([S:20](=[O:21])(=[O:22])[Cl:23])[cH:18][cH:19]1.[cH:25]1[cH:26][cH:27][n:28][cH:29][cH:30]1>>[F:1][C:2]([CH:3]([CH2:4][CH2:5][CH2:6][O:7][S:20]([c:17]1[cH:16][cH:15][c:14]([CH3:24])[cH:19][cH:18]1)(=[O:21])=[O:22])[CH2:8][CH2:9][CH2:10][CH3:11])([F:12])[F:13]. Reactants: C(C)C1([C@@H](NC(O1)=O)C1=CC=CC=C1)CC ((S)-5,5-diethyl-4-phenyloxazolidin-2-one), IC1=CC=C(C(=O)NC=2C=CC=C3C=CC=NC23)C=C1 (4-iodo-N-(quinolin-8-yl)benzamide), C(=O)([O-])[O-].[Cs+].[Cs+] (Cs2CO3), CC(C)C1=CC(=C(C(=C1)C(C)C)C2=C(C=CC=C2)P(C3CCCCC3)C4CCCCC4)C(C)C (X-Phos). The reagents and catalysts are C=1C=CC(=CC1)/C=C/C(=O)/C=C/C2=CC=CC=C2.C=1C=CC(=CC1)/C=C/C(=O)/C=C/C2=CC=CC=C2.C=1C=CC(=CC1)/C=C/C(=O)/C=C/C2=CC=CC=C2.[Pd].[Pd] (Pd2(dba)3). Run in O1CCOCC1 (1,4-dioxane), O (water). Reaction conditions: temperature 90 celsius. Product: C(C)C1([C@@H](N(C(O1)=O)C1=CC=C(C(=O)NC=2C=CC=C3C=CC=NC23)C=C1)C1=CC=CC=C1)CC ((S)-4-(5,5-diethyl-2-oxo-4-phenyloxazolidin-3-yl)-N-(quinolin-8-yl)benzamide). Isolated yield 7.9%. Reaction SMILES: [CH2:1]([C:3]1([CH2:15][CH3:16])[O:7][C:6](=[O:8])[NH:5][C@H:4]1[C:9]1[CH:14]=[CH:13][CH:12]=[CH:11][CH:10]=1)[CH3:2].I[C:18]1[CH:36]=[CH:35][C:21]([C:22]([NH:24][C:25]2[CH:26]=[CH:27][CH:28]=[C:29]3[C:34]=2[N:33]=[CH:32][CH:31]=[CH:30]3)=[O:23])=[CH:20][CH:19]=1.C([O-])([O-])=O.[Cs+].[Cs+].CC(C1C=C(C(C)C)C(C2C=CC=CC=2P(C2CCCCC2)C2CCCCC2)=C(C(C)C)C=1)C>C1C=CC(/C=C/C(/C=C/C2C=CC=CC=2)=O)=CC=1.C1C=CC(/C=C/C(/C=C/C2C=CC=CC=2)=O)=CC=1.C1C=CC(/C=C/C(/C=C/C2C=CC=CC=2)=O)=CC=1.[Pd].[Pd].O.O1CCOCC1>[CH2:15]([C:3]1([CH2:1][CH3:2])[O:7][C:6](=[O:8])[N:5]([C:18]2[CH:36]=[CH:35][C:21]([C:22]([NH:24][C:25]3[CH:26]=[CH:27][CH:28]=[C:29]4[C:34]=3[N:33]=[CH:32][CH:31]=[CH:30]4)=[O:23])=[CH:20][CH:19]=2)[C@H:4]1[C:9]1[CH:14]=[CH:13][CH:12]=[CH:11][CH:10]=1)[CH3:16] |f:2.3.4,6.7.8.9.10|. Procedure: To a 25 mL round bottom flask were added (S)-5,5-diethyl-4-phenyloxazolidin-2-one (0.3 g, 1.36 mmol), 4-iodo-N-(quinolin-8-yl)benzamide (0.560 g, 1.5 mmol), Cs2CO3 (0.972 g, 3.0 mmol), X-Phos (35 mg, 0.068 mmol), Pd2(dba)3 (62 mg, 0.068 mmol) and 1,4-dioxane (2 mL). The mixture was purged with N2 gas for 15 minutes. The reaction mixture was then heated at 90° C. for 6 hours. After completion of reaction (monitored by TLC, TLC eluent: 30% EtOAc in hexane), the reaction mixture was cooled to ambie... Starting materials: COC=1C=C(C=CC1)CC(=O)Cl ((3-methoxy-phenyl)-acetyl chloride), ClC=1C=C(C=CC1OC)N (3-chloro-4-methoxy-phenylamine). Yields the product ClC=1C=C(C=CC1OC)N(C(CC)=O)CCC1=CC(=CC=C1)OC (N-(3-chloro-4-methoxy-phenyl)-N-[2-(3-methoxy-phenyl)-ethyl]-propionamide). Reaction SMILES: [CH3:1][O:2][C:3]1[CH:4]=[C:5]([CH2:9][C:10](Cl)=O)[CH:6]=[CH:7][CH:8]=1.[Cl:13][C:14]1[CH:15]=[C:16]([NH2:22])[CH:17]=[CH:18][C:19]=1[O:20][CH3:21]>>[Cl:13][C:14]1[CH:15]=[C:16]([N:22]([CH2:10][CH2:9][C:5]2[CH:6]=[CH:7][CH:8]=[C:3]([O:2][CH3:1])[CH:4]=2)[C:3](=[O:2])[CH2:8][CH3:7])[CH:17]=[CH:18][C:19]=1[O:20][CH3:21]. Reported procedure: According to synthetic methods F and G, N-(3-chloro-4-methoxy-phenyl)-N-[2-(3-methoxy-phenyl)-ethyl]-propionamide (0.753 g) was obtained from (3-methoxy-phenyl)-acetyl chloride (1.0 eq) and 3-chloro-4-methoxy-phenylamine (1.0 eq) followed by reaction with propionyl chloride (1.5 eq). MS: 348.4 (MH+); HPLC tR: 2.72 mm (method D); TLC Rf: 0.48 (ethyl acetate:hexane-1:1). According to synthetic methods H and B, the title compound (0.25 g) was obtained after purification by chromatography on silica ... Starting materials: O1CC=COC2=C1C=CC=C2O (1,5-benzodioxepin-6-ol), ClC(SN(C(=O)Cl)C)(Cl)Cl (N-trichloromethylthio-N-methyl carbamyl chloride). Run in C1=CC=CC=C1 (benzene). Yields the product O1CCCOC2=C1C=CC=C2OC(N(C)SC(Cl)(Cl)Cl)=O (3,4-dihydro-2H-1,5-benzodioxepin-6-yl-[(trichloromethyl)thio]-methylcarbamate). RXN SMILES: [O:1]1[C:7]2[CH:8]=[CH:9][CH:10]=[C:11]([OH:12])[C:6]=2[O:5][CH:4]=[CH:3][CH2:2]1.[Cl:13][C:14]([Cl:22])([Cl:21])[S:15][N:16]([CH3:20])[C:17](Cl)=[O:18]>C1C=CC=CC=1>[O:1]1[C:7]2[CH:8]=[CH:9][CH:10]=[C:11]([O:12][C:17](=[O:18])[N:16]([S:15][C:14]([Cl:22])([Cl:21])[Cl:13])[CH3:20])[C:6]=2[O:5][CH2:4][CH2:3][CH2:2]1. Reported procedure: 1.3 G. of sodium hydride (50% dispersion in oil) are washed twice with petroleum ether (40°-45° C.) and then suspended in 30 ml. of absolute benzene in a flask. 4.15 G. 1,5-benzodioxepin-6-ol (0.025 mol) are added stepwise with stirring and under a nitrogen atmosphere. This mixture is stirred for 30 minutes at room temperature and then a solution of 6.7 g. of N-trichloromethylthio-N-methyl carbamyl chloride (freshly prepared) in 30 ml. of absolute benzene is added over a 30 minute period. The re... Reactants: C(C)OC(C(C1=C(C=C(C=C1)C#N)[N+](=O)[O-])C#N)=O (Cyano-(4-cyano-2-nitro-phenyl)-acetic acid ethyl ester). Reagents/catalysts: [Zn] (Zinc). Solvent: C(C)(=O)O (acetic acid). Conditions: temperature 95 celsius. Yields the product C(C)OC(=O)C1=C(NC2=CC(=CC=C12)C#N)N (2-Amino-6-cyano-1H-indole-3-carboxylic acid ethyl ester). Yield: 69.4%. As a reaction SMILES: [CH2:1]([O:3][C:4](=[O:19])[CH:5]([C:17]#[N:18])[C:6]1[CH:11]=[CH:10][C:9]([C:12]#[N:13])=[CH:8][C:7]=1[N+:14]([O-])=O)[CH3:2]>C(O)(=O)C.[Zn]>[CH2:1]([O:3][C:4]([C:5]1[C:6]2[C:7](=[CH:8][C:9]([C:12]#[N:13])=[CH:10][CH:11]=2)[NH:14][C:17]=1[NH2:18])=[O:19])[CH3:2]. Reported procedure: Zinc powder (2.40 g) was added portionwise to a solution of Cyano-(4-cyano-2-nitro-phenyl)-acetic acid ethyl ester (1.15 g, 4.4 mmol) in 10 mL acetic acid at 80° C. The mixture was then heated at 95° C. for 30 minutes. The reaction was then cooled to room temperature, filtered and the catalyst rinsed with acetic acid. The filtrate was concentrated to near dryness then neutralised with saturated sodium bicarbonate solution. The product was then isolated by filtration and washing with ethyl acetat... Reactants: CCOC(=O)c1ccc(Oc2ccc3c(c2)CN(C(=O)OCc2ccccc2)CC3)cc1, CCO, [Na+], [OH-]. Product: O=C(O)c1ccc(Oc2ccc3c(c2)CN(C(=O)OCc2ccccc2)CC3)cc1. As a reaction SMILES: [CH2:3]([c:4]1[cH:5][cH:6][cH:7][cH:8][cH:9]1)[O:10][C:11](=[O:12])[N:13]1[CH2:14][c:15]2[cH:16][c:17]([O:23][c:24]3[cH:25][cH:26][c:27]([C:30](=[O:31])[O:32][CH2:33][CH3:34])[cH:28][cH:29]3)[cH:18][cH:19][c:20]2[CH2:21][CH2:22]1.[CH3:35][CH2:36][OH:37].[Na+:2].[OH-:1]>>[CH2:3]([c:4]1[cH:5][cH:6][cH:7][cH:8][cH:9]1)[O:10][C:11](=[O:12])[N:13]1[CH2:14][c:15]2[cH:16][c:17]([O:23][c:24]3[cH:25][cH:26][c:27]([C:30](=[O:31])[OH:32])[cH:28][cH:29]3)[cH:18][cH:19][c:20]2[CH2:21][CH2:22]1. The reactants are NC1=CC2=C(CC(NCC2)=O)C=C1OC (7-Amino-8-methoxy-1,3,4,5-tetrahydro-benzo[d]azepin-2-one), ClC1=NC=C(C(=N1)NC1=C(C=C(C=C1)N1CCN(CC1)C)OC)Cl ((2,5-Dichloro-pyrimidin-4-yl)-[2-methoxy-4-(4-methyl-piperazin-1-yl)-phenyl]-amine). The product is ClC=1C(=NC(=NC1)NC1=CC2=C(CC(NCC2)=O)C=C1OC)NC1=C(C=C(C=C1)N1CCN(CC1)C)OC (7-{5-Chloro-4-[2-methoxy-4-(4-methyl-piperazin-1-yl)-phenylamino]-pyrimidin-2-ylamino}-8-methoxy-1,3,4,5-tetrahydro-benzo[d]azepin-2-one), solid. Yield: 15.0%. As a reaction SMILES: [NH2:1][C:2]1[C:13]([O:14][CH3:15])=[CH:12][C:5]2[CH2:6][C:7](=[O:11])[NH:8][CH2:9][CH2:10][C:4]=2[CH:3]=1.Cl[C:17]1[N:22]=[C:21]([NH:23][C:24]2[CH:29]=[CH:28][C:27]([N:30]3[CH2:35][CH2:34][N:33]([CH3:36])[CH2:32][CH2:31]3)=[CH:26][C:25]=2[O:37][CH3:38])[C:20]([Cl:39])=[CH:19][N:18]=1>>[Cl:39][C:20]1[C:21]([NH:23][C:24]2[CH:29]=[CH:28][C:27]([N:30]3[CH2:35][CH2:34][N:33]([CH3:36])[CH2:32][CH2:31]3)=[CH:26][C:25]=2[O:37][CH3:38])=[N:22][C:17]([NH:1][C:2]2[C:13]([O:14][CH3:15])=[CH:12][C:5]3[CH2:6][C:7](=[O:11])[NH:8][CH2:9][CH2:10][C:4]=3[CH:3]=2)=[N:18][CH:19]=1. Procedure details: The title compound was prepared from 7-Amino-8-methoxy-1,3,4,5-tetrahydro-benzo[d]azepin-2-one and (2,5-Dichloro-pyrimidin-4-yl)-[2-methoxy-4-(4-methyl-piperazin-1-yl)-phenyl]-amine in an analogous manner to Example 61e. Product isolated as an off-white solid (0.012 g, 15%). MP: 208-213° C. 1HNMR (400 MHz, CDCl3, δ, ppm): 8.14-8.10 (m, 2H), 8.03-8.02 (m, 1H), 7.44 (s, 2H), 6.64-6.62 (m, 1H), 6.58-6.56 (m, 1H), 6.54-6.49 (m, 1H), 5.70 (br s, 1H), 3.90 (s, 3H), 3.86 (s, 3H), 3.78 (s, 3H), 3.56-3.5... Starting materials: O1CCCC1 (tetrahydrofuran), CN=C=S (methyl isothiocyanate), CC(C)([O-])C.[K+] (potassium tert-butoxide), O1CCCC1 (tetrahydrofuran), ClC1=CC=C(C=C1)C(C#N)CCCC1=CC=CC=C1 (2-(4-chlorophenyl)-5-phenylvaleronitrile), O1CCCC1 (tetrahydrofuran). Run in O (Water). Conditions: time 30 minute. The product is CNC(C(CCCC1=CC=CC=C1)(C#N)C1=CC=C(C=C1)Cl)=S (N-methyl-2-(4-chlorophenyl)-2-cyano-5-phenylthiovaleroamide). Yield: 52.6%. RXN SMILES: O1CCCC1.[Cl:6][C:7]1[CH:12]=[CH:11][C:10]([CH:13]([CH2:16][CH2:17][CH2:18][C:19]2[CH:24]=[CH:23][CH:22]=[CH:21][CH:20]=2)[C:14]#[N:15])=[CH:9][CH:8]=1.CC(C)([O-])C.[K+].[CH3:31][N:32]=[C:33]=[S:34]>O>[CH3:31][NH:32][C:33](=[S:34])[C:13]([C:10]1[CH:11]=[CH:12][C:7]([Cl:6])=[CH:8][CH:9]=1)([C:14]#[N:15])[CH2:16][CH2:17][CH2:18][C:19]1[CH:24]=[CH:23][CH:22]=[CH:21][CH:20]=1 |f:2.3|. Procedure details: To a tetrahydrofuran solution containing 1.78 g (6.6 mmole) of 2-(4-chlorophenyl)-5-phenylvaleronitrile was added a tetrahydrofuran solution containing 0.77 g (6.9 mmole) of potassium tert-butoxide at 0° C. After stirring for 30 minutes, a tetrahydrofuran solution containing 0.5 g (6.8 mmol) of methyl isothiocyanate was added to the mixture and the mixture was stirred at room temperature for 2 hours. Water was added to the reaction mixture, and the mixture was extracted with ethyl acetate, dried... Starting materials: ON1C(C=2C(C1=O)=CC=CC2)=O (N-hydroxyphthalimide), C([O-])([O-])=O.[K+].[K+] (potassium carbonate), BrC(C(=O)OC(C)(C)C)C1=CC=CC=C1 (t-butyl α-bromophenylacetate), CS(=O)C (dimethylsulphoxide). Solvent: O (water). Conditions: time 18 hour. The product is C(C)(C)(C)OC(=O)C(C1=CC=CC=C1)ON1C(C=2C(C1=O)=CC=CC2)=O (N-[α-(t-butoxycarbonyl) benzyloxy] phthalimide). The yield is 77.3%. Reaction SMILES: [OH:1][N:2]1[C:6](=[O:7])[C:5]2=[CH:8][CH:9]=[CH:10][CH:11]=[C:4]2[C:3]1=[O:12].C(=O)([O-])[O-].[K+].[K+].Br[CH:20]([C:28]1[CH:33]=[CH:32][CH:31]=[CH:30][CH:29]=1)[C:21]([O:23][C:24]([CH3:27])([CH3:26])[CH3:25])=[O:22].CS(C)=O>O>[C:24]([O:23][C:21]([CH:20]([O:1][N:2]1[C:3](=[O:12])[C:4]2=[CH:11][CH:10]=[CH:9][CH:8]=[C:5]2[C:6]1=[O:7])[C:28]1[CH:29]=[CH:30][CH:31]=[CH:32][CH:33]=1)=[O:22])([CH3:27])([CH3:25])[CH3:26] |f:1.2.3|. Procedure details: (a)(i) A mixture of N-hydroxyphthalimide (24.5 g), anhydrous potassium carbonate (16.5 g), t-butyl α-bromophenylacetate (41 g) and dimethylsulphoxide (225 ml) was stirred for 18 hours and was then poured into water (1.2 liters). The precipitated solid was filtered off, washed well with water, dried, and crystallised from industrial methylated spirits to give N-[α-(t-butoxycarbonyl) benzyloxy] phthalimide (41 g, 78%); m.p. 120.6°-121.5°.